This data is from the Open Reaction Database (ORD), a public repository of structured organic reaction records. The task is: describe an organic reaction: reactants, conditions, products, and yield Yields the product COCC1OC(n2cnc3c(NCCc4ccccc4)nc(CN)nc32)C(O)C1O. As a reaction SMILES: [CH3:34][CH2:35][OH:36].[H:32][H:33].[NH3:31].[OH:1][CH:2]1[CH:3]([n:11]2[c:12]3[n:13][c:14]([C:29]#[N:30])[n:15][c:16]([NH:20][CH2:21][CH2:22][c:23]4[cH:24][cH:25][cH:26][cH:27][cH:28]4)[c:17]3[n:18][cH:19]2)[O:4][CH:5]([CH2:8][O:9][CH3:10])[CH:6]1[OH:7]>>[OH:1][CH:2]1[CH:3]([n:11]2[c:12]3[n:13][c:14]([CH2:29][NH2:30])[n:15][c:16]([NH:20][CH2:21][CH2:22][c:23]4[cH:24][cH:25][cH:26][cH:27][cH:28]4)[c:17]3[n:18][cH:19]2)[O:4][CH:5]([CH2:8][O:9][CH3:10])[CH:6]1[OH:7]. Starting materials: CCO, [H][H], N, COCC1OC(n2cnc3c(NCCc4ccccc4)nc(C#N)nc32)C(O)C1O.